The task is: describe an organic reaction: reactants, conditions, products, and yield. This data is from the Open Reaction Database (ORD), a public repository of structured organic reaction records. Reactants: Cl (hydrochloric acid), COCCN1CCC(CC1)(C)COC1=CC=NC=2N(C3=C(C21)C=C(N=C3)C#N)COCC[Si](C)(C)C (4-((1-(2-methoxyethyl)-4-methylpiperidin-4-yl)methoxy)-9-(2-trimethylsilanyl-ethoxymethyl)-9H-dipyrido[2,3-b;4′,3′-d]pyrrole-6-carbonitrile), [OH-].[Na+] (sodium hydroxide), Br (HBr). The yield is 26.4%. Solvent: O1CCOCC1 (1,4-dioxane). Procedure: 4-((1-(2-methoxyethyl)-4-methylpiperidin-4-yl)methoxy)-9-(2-trimethylsilanyl-ethoxymethyl)-9H-dipyrido[2,3-b;4′,3′-d]pyrrole-6-carbonitrile (36 mg, 0.07 mmol) was dissolved in 1,4-dioxane (0.3 mL) and then treated with 48% HBr(aq) (0.3 mL) and heated at 75° C. for 15 minutes. The cooled reaction mixture was then basified to pH ˜12 by dropwise addition of 6N sodium hydroxide and then immediately acidified to pH ˜8-9 by dropwise addition of concentrated hydrochloric acid, producing a cloudy precip... Reaction SMILES: [CH3:1][O:2][CH2:3][CH2:4][N:5]1[CH2:10][CH2:9][C:8]([CH2:12][O:13][C:14]2[C:22]3[C:21]4[CH:23]=[C:24]([C:27]#[N:28])[N:25]=[CH:26][C:20]=4[N:19](COCC[Si](C)(C)C)[C:18]=3[N:17]=[CH:16][CH:15]=2)([CH3:11])[CH2:7][CH2:6]1.Br.[OH-].[Na+].Cl>O1CCOCC1>[CH3:1][O:2][CH2:3][CH2:4][N:5]1[CH2:10][CH2:9][C:8]([CH2:12][O:13][C:14]2[C:22]3[C:21]4[CH:23]=[C:24]([C:27]#[N:28])[N:25]=[CH:26][C:20]=4[NH:19][C:18]=3[N:17]=[CH:16][CH:15]=2)([CH3:11])[CH2:7][CH2:6]1 |f:2.3|. The product is COCCN1CCC(CC1)(C)COC1=CC=NC=2NC3=C(C21)C=C(N=C3)C#N (4-((1-(2-methoxyethyl)-4-methylpiperidin-4-yl)methoxy)-9H-dipyrido[2,3-b;4′,3′-d]pyrrole-6-carbonitrile). Conditions: temperature 75 celsius. Starting materials: BrC1=C2C=CNC2=CC=C1 (4-bromoindole), C=1(C(=CC=CC1)B(O)O)C1=CC=CC=C1 (2-biphenylboronic acid), [OH-].[Na+] (sodium hydroxide). Reagents/catalysts: [Pd] (Palladium). Solvent: C1CCOC1 (THF), C(C)(=O)OCC (ethyl acetate). Conditions: temperature 75 celsius, time 8 hour. The product is C1(=C(C=CC=C1)C1=C2C=CNC2=CC=C1)C1=CC=CC=C1 (4-biphenyl-2-yl-1H-indole). The yield is 93.6%. As a reaction SMILES: Br[C:2]1[CH:10]=[CH:9][CH:8]=[C:7]2[C:3]=1[CH:4]=[CH:5][NH:6]2.[C:11]1([C:20]2[CH:25]=[CH:24][CH:23]=[CH:22][CH:21]=2)[C:12](B(O)O)=[CH:13][CH:14]=[CH:15][CH:16]=1.[OH-].[Na+]>C1COCC1.[Pd].C(OCC)(=O)C>[C:11]1([C:20]2[CH:21]=[CH:22][CH:23]=[CH:24][CH:25]=2)[CH:12]=[CH:13][CH:14]=[CH:15][C:16]=1[C:2]1[CH:10]=[CH:9][CH:8]=[C:7]2[C:3]=1[CH:4]=[CH:5][NH:6]2 |f:2.3|. Procedure details: To a mixture of 4-bromoindole (1 g, 5 mmol), and 2-biphenylboronic acid (1 g, 5 mmol) in THF (17 mL) were added Palladium catalyst Pd(PPh3)4 (0.2 g, 0.17 mmol) and the freshly prepared sodium hydroxide solution (0.6 g, 15 mmol in 7 mL of water). The system was degassed and then charged with nitrogen. The degas procedure was repeated for three times. The mixture was stirred under nitrogen at 75° C. oil bath for overnight. TLC showed the completion of the coupling reaction. The mixture was cooled ... Starting materials: CN1N=CC(=C1)C1=CN=C2C(=N1)C(=CN2COCC[Si](C)(C)C)C(=O)O (2-(1-methyl-1H-pyrazol-4-yl)-5-((2-(trimethylsilyl)ethoxy)methyl)-5H-pyrrolo[3,2-b]pyrazine-7-carboxylic acid), Cl.C(#N)C1(CNC1)C (3-cyano-3-methyl-azetidine hydrochloride), C(=O)(OC(C)(C)C)N[C@H](C(C)(C)C)C(=O)O (Boc-D-tert-leucine), FC(CO)(F)F (2,2,2-trifluoroethanol), N1CCCC1 (pyrrolidine), CC(C)(C)OC(=O)N[C@H](C1CC1)C(=O)O (Boc-D-cyclopropyl glycine), C1(CC1)C=1N=C2C(=NC1)N(C=C2C(=O)O)COCC[Si](C)(C)C (2-cyclopropyl-5-(2-trimethylsilanyl-ethoxymethyl)-5H-pyrrolo[2,3-b]pyrazine-7-carboxylic acid). The product is C(#N)C1(CN(C1)C([C@@H](C1CC1)NC(=O)C1=CNC2=NC=C(N=C21)C=2C=NN(C2)C)=O)C (2-(1-Methyl-1H-pyrazol-4-yl)-5H-pyrrolo[2,3-b]pyrazine-7-carboxylic acid [(R)-2-(3-cyano-3-methyl-azetidin-1-yl)-1-cyclopropyl-2-oxo-ethyl]-amide). Reaction SMILES: Cl.[C:2]([C:4]1([CH3:8])[CH2:7][NH:6][CH2:5]1)#[N:3].N1CCCC1.CC(O[C:19]([NH:21][C@@H:22]([C:26]([OH:28])=O)[CH:23]1[CH2:25][CH2:24]1)=[O:20])(C)C.C(N[C@@H](C(O)=O)C(C)(C)C)(OC(C)(C)C)=O.[CH3:45][N:46]1[CH:50]=[C:49]([C:51]2[N:56]=[C:55]3[C:57](C(O)=O)=[CH:58][N:59](COCC[Si](C)(C)C)[C:54]3=[N:53][CH:52]=2)[CH:48]=[N:47]1.C1(C2N=C3C(C(O)=O)=CN(COCC[Si](C)(C)C)C3=NC=2)CC1.FC(F)(F)CO>>[C:2]([C:4]1([CH3:8])[CH2:7][N:6]([C:26](=[O:28])[C@H:22]([NH:21][C:19]([C:57]2[C:55]3[C:54](=[N:53][CH:52]=[C:51]([C:49]4[CH:48]=[N:47][N:46]([CH3:45])[CH:50]=4)[N:56]=3)[NH:59][CH:58]=2)=[O:20])[CH:23]2[CH2:24][CH2:25]2)[CH2:5]1)#[N:3] |f:0.1|. Procedure: Prepared according to the procedure outlined in Example 1 substituting 3-cyano-3-methyl-azetidine hydrochloride for pyrrolidine, Boc-D-cyclopropyl glycine for Boc-D-tert-leucine, and 2-(1-methyl-1H-pyrazol-4-yl)-5-((2-(trimethylsilyl)ethoxy)methyl)-5H-pyrrolo[3,2-b]pyrazine-7-carboxylic acid for 2-cyclopropyl-5-(2-trimethylsilanyl-ethoxymethyl)-5H-pyrrolo[2,3-b]pyrazine-7-carboxylic acid. N-Boc deprotection in step 2 was achieved using 2,2,2-trifluoroethanol in a microwave reactor. MS: (M+H)+=41... The product is FC1=CC=C(C(=O)NC(CC(=O)OCC)C(CC(C)C)=O)C=C1 (ethyl 3-(4-fluorobenzoylamino)-3-isovalerylpropionate). The reactants are [OH-].[K+] (potassium hydroxide), FC1=CC=C(C(=O)NCC(CC(C)C)=O)C=C1 (N-(4-fluorobenzoyl)isovalerylmethylamine), BrCC(=O)OCC (ethyl bromoacetate). Solvent: CS(=O)C (dimethylsulfoxide). Isolated yield 64.2%. RXN SMILES: [F:1][C:2]1[CH:17]=[CH:16][C:5]([C:6]([NH:8][CH2:9][C:10](=[O:15])[CH2:11][CH:12]([CH3:14])[CH3:13])=[O:7])=[CH:4][CH:3]=1.[OH-].[K+].Br[CH2:21][C:22]([O:24][CH2:25][CH3:26])=[O:23]>CS(C)=O>[F:1][C:2]1[CH:17]=[CH:16][C:5]([C:6]([NH:8][CH:9]([C:10](=[O:15])[CH2:11][CH:12]([CH3:14])[CH3:13])[CH2:21][C:22]([O:24][CH2:25][CH3:26])=[O:23])=[O:7])=[CH:4][CH:3]=1 |f:1.2|. Reported procedure: 4.0 g of N-(4-fluorobenzoyl)isovalerylmethylamine are dissolved in 20 ml of dimethylsulfoxide and 1.3 g of potassium hydroxide are added thereto at 5° C. to 10° C. under vigorous stirring. The mixture is further stirred for 10 minutes. 3.1 g of ethyl bromoacetate are added dropwise to the mixture at the same temperature, and said mixture is further stirred for 2 hours. After the reaction, the mixture is treated in the same manner as described in Preparation 1-(5). 3.5 g of ethyl 3-(4-fluorobenzo... Reaction conditions: time 10 minute. The reactants are N[C@@H](CC(=O)OC(C)(C)C)C1=CC=CC=C1 (t-Butyl (3S)-3-amino-3-phenylpropanoate). The solvent is Cl (hydrochloric acid). Product: COC(C[C@@H](C1=CC=CC=C1)N)=O (Methyl-(3S)-3-amino-3-phenylpropanoate). RXN SMILES: [NH2:1][C@H:2]([C:11]1[CH:16]=[CH:15][CH:14]=[CH:13][CH:12]=1)[CH2:3][C:4]([O:6][C:7](C)(C)C)=[O:5]>Cl>[CH3:7][O:6][C:4](=[O:5])[CH2:3][C@H:2]([NH2:1])[C:11]1[CH:16]=[CH:15][CH:14]=[CH:13][CH:12]=1. Procedure: t-Butyl (3S)-3-amino-3-phenylpropanoate (1.0 g, 4.97 mmol) was dissolved in methanolic hydrochloric acid (2.25M, 25 ml). The reaction mixture was heated under reflux for 3 hours, after which time the solvent was evaporated under reduced pressure and the residue basified with aqueous saturated sodium carbonate solution. The product was then extracted using dichloromethane (x2), the combined organic layers were dried (MgSO4), filtered and the solvent removed under reduced pressure to afford the ti... The reactants are resultant solution, Pd(PPh)3, 4, BrC=1C=C(C(=O)NC2=CC(=CC(=C2)OC)OC)C=CC1Cl (3-bromo-4-chloro-N-(3,5-dimethoxyphenyl)benzamide), [Br-].N1=C(C=CC=C1)[Zn+] (2-pyridylzincbromide). Run in C(C)(=O)OCC (Ethyl acetate). Run at temperature 155 celsius. Yields the product ClC1=C(C=C(C(=O)NC2=CC(=CC(=C2)OC)OC)C=C1)C1=NC=CC=C1 (4-chloro-N-(3,5-dimethoxyphenyl)-3-(pyridin-2-yl)benzamide). RXN SMILES: Br[C:2]1[CH:3]=[C:4]([CH:18]=[CH:19][C:20]=1[Cl:21])[C:5]([NH:7][C:8]1[CH:13]=[C:12]([O:14][CH3:15])[CH:11]=[C:10]([O:16][CH3:17])[CH:9]=1)=[O:6].[Br-].[N:23]1[CH:28]=[CH:27][CH:26]=[CH:25][C:24]=1[Zn+]>C(OCC)(=O)C>[Cl:21][C:20]1[CH:19]=[CH:18][C:4]([C:5]([NH:7][C:8]2[CH:13]=[C:12]([O:14][CH3:15])[CH:11]=[C:10]([O:16][CH3:17])[CH:9]=2)=[O:6])=[CH:3][C:2]=1[C:24]1[CH:25]=[CH:26][CH:27]=[CH:28][N:23]=1 |f:1.2|. Reported procedure: 3-bromo-4-chloro-N-(3,5-dimethoxyphenyl)benzamide was dissolved in 0.5 M 2-pyridylzincbromide (2.5 mL) and treated with Pd(PPh)3)4 (20 mg, 0.02 mmol). The reaction mixture was heated to 155° C. in a sealed tube for 20 min. in a microwave reactor. The resultant solution was diluted with Ethyl acetate and washed with 0.1 N sodium hydroxide and then brine. The organic layer was dried (MgSO4) and concentrated, and the crude residue was partially purified by silica gel chromatography. Pure 4-chloro-N... Starting materials: C(C)OC=1C(=C(C=O)C(=C(C1C)C)O)C (3-ethoxy-6-hydroxy-2,4,5-trimethylbenzaldehyde), C(C)(C)C1=C(OCCN)C=C(C=C1)C (2-(2-isopropyl-5-methylphenoxy)ethylamine). Run in C1=CC=CC=C1 (benzene). Reaction conditions: time 16 hour. The product is C(C)OC=1C(=C(CNCCOC2=C(C=CC(=C2)C)C(C)C)C(=C(C1C)C)O)C (N-(3-ethoxy-6-hydroxy-2,4,5-trimethylbenzyl)-2-(2-isopropyl-5-methylphenoxy)ethylamine). Isolated yield 79.5%. As a reaction SMILES: [CH2:1]([O:3][C:4]1[C:5]([CH3:15])=[C:6]([C:9]([OH:14])=[C:10]([CH3:13])[C:11]=1[CH3:12])[CH:7]=O)[CH3:2].[CH:16]([C:19]1[CH:28]=[CH:27][C:26]([CH3:29])=[CH:25][C:20]=1[O:21][CH2:22][CH2:23][NH2:24])([CH3:18])[CH3:17]>C1C=CC=CC=1>[CH2:1]([O:3][C:4]1[C:5]([CH3:15])=[C:6]([C:9]([OH:14])=[C:10]([CH3:13])[C:11]=1[CH3:12])[CH2:7][NH:24][CH2:23][CH2:22][O:21][C:20]1[CH:25]=[C:26]([CH3:29])[CH:27]=[CH:28][C:19]=1[CH:16]([CH3:18])[CH3:17])[CH3:2]. Procedure: A solution of 3-ethoxy-6-hydroxy-2,4,5-trimethylbenzaldehyde (2.08 g) and 2-(2-isopropyl-5-methylphenoxy)ethylamine (1.93 g) in benzene (50 ml) was refluxed under heating for 6 hours in a Dean-Stark extractor. The solvent was distilled off under reduced pressure and the residue was suspended in ethanol (100 ml). Sodium borohydride (0.40 g) was added with ice-cooling and the mixture was stirred at room temperature for 16 hours. The solvent was distilled off under reduced pressure and water was ad... Reactants: C(C)(=O)OCC=1N=C2N(C(C1Br)=O)C=CC=C2 ((3-bromo-4-oxo-4H-pyrido[1,2-a]pyrimidin-2-yl)methyl acetate), Cl (HCl), O1CCOCC1 (1,4-dioxane), [OH-].[NH4+] (ammonium hydroxide). The solvent is O (water). Reaction conditions: temperature 70 celsius, time 3 hour. Yields the product BrC1=C(N=C2N(C1=O)C=CC=C2)CO (3-bromo-2-(hydroxylmethyl)-4H-pyrido[1,2-a]pyrimidin-4-one). As a reaction SMILES: C([O:4][CH2:5][C:6]1[N:7]=[C:8]2[CH:17]=[CH:16][CH:15]=[CH:14][N:9]2[C:10](=[O:13])[C:11]=1[Br:12])(=O)C.Cl.O1CCOCC1.[OH-].[NH4+]>O>[Br:12][C:11]1[C:10](=[O:13])[N:9]2[CH:14]=[CH:15][CH:16]=[CH:17][C:8]2=[N:7][C:6]=1[CH2:5][OH:4] |f:3.4|. Procedure: A heterogeneous mixture of the (3-bromo-4-oxo-4H-pyrido[1,2-a]pyrimidin-2-yl)methyl acetate (4.24 g, 1.0 equiv.), conc. HCl (8.0 equiv.) and 1,4-dioxane (39 mL) was heated with stirring at 70° C. for 3 h. LCMS showed the completion of reaction. The residue was diluted with water (100 mL) and treated with 28% ammonium hydroxide (10 mL) to pH 10. The precipitate was filtered, washed with water (200 mL) and dried under high vacuum to give 3-bromo-2-(hydroxylmethyl)-4H-pyrido[1,2-a]pyrimidin-4-one a... Starting materials: N#CSCCl, [H-], Nc1cc(S)ccc1[N+](=O)[O-], [Na+], CN(C)C=O, O. Yields the product N#CSCSc1ccc([N+](=O)[O-])c(N)c1. RXN SMILES: [Cl:19][CH2:20][S:21][C:22]#[N:23].[H-:17].[N+:1](=[O:2])([O-:3])[c:4]1[c:5]([NH2:6])[cH:7][c:8]([SH:11])[cH:9][cH:10]1.[Na+:18].[O:12]=[CH:13][N:14]([CH3:15])[CH3:16].[OH2:24]>>[N+:1](=[O:2])([O-:3])[c:4]1[c:5]([NH2:6])[cH:7][c:8]([S:11][CH2:20][S:21][C:22]#[N:23])[cH:9][cH:10]1. Starting materials: COc1ccc(C(=O)c2ccc(Cl)nc2)cc1OC, [H-], [H][H], [Na+], CN(C)C=O, Oc1ccccc1Cl. Yields the product COc1ccc(C(=O)c2ccc(Oc3ccccc3Cl)nc2)cc1OC. RXN SMILES: [Cl:13][c:14]1[n:15][cH:16][c:17]([C:20]([c:21]2[cH:22][c:23]([O:29][CH3:30])[c:24]([O:27][CH3:28])[cH:25][cH:26]2)=[O:31])[cH:18][cH:19]1.[H-:1].[H:11][H:12].[Na+:2].[O:32]=[CH:33][N:34]([CH3:35])[CH3:36].[OH:3][c:4]1[cH:5][cH:6][cH:7][cH:8][c:9]1[Cl:10]>>[O:3]([c:4]1[cH:5][cH:6][cH:7][cH:8][c:9]1[Cl:10])[c:14]1[n:15][cH:16][c:17]([C:20]([c:21]2[cH:22][c:23]([O:29][CH3:30])[c:24]([O:27][CH3:28])[cH:25][cH:26]2)=[O:31])[cH:18][cH:19]1.